This data is from the Open Reaction Database (ORD), a public repository of structured organic reaction records. The task is: describe an organic reaction: reactants, conditions, products, and yield Reactants: O=C1C(CCCC1)OC1=CC=C(C(=O)OCC)C=C1 (ethyl p-(2-oxocyclohexyloxy)-benzoate), C([O-])([O-])=O.[Na+].[Na+] (sodium carbonate). Run in S(O)(O)(=O)=O (sulfuric acid). Reported procedure: 262.3 g (1 mol) of ethyl p-(2-oxocyclohexyloxy)-benzoate are cooled to 10° and 250 ml of concentrated sulfuric acid are added dropwise in the course of about 2 hours. During this addition, the temperature is kept at between 10° and 20° with an ice-water bath. When the addition has ended, the mixture is stirred at room temperature for a further 3 hours and then poured onto a 2:1 mixture of saturated aqueous sodium carbonate solution and ice. The aqueous phase is extracted once with about 1,000 ml... RXN SMILES: O=[C:2]1[CH2:7][CH2:6][CH2:5][CH2:4][CH:3]1[O:8][C:9]1[CH:19]=[CH:18][C:12]([C:13]([O:15][CH2:16][CH3:17])=[O:14])=[CH:11][CH:10]=1.C(=O)([O-])[O-].[Na+].[Na+]>S(=O)(=O)(O)O>[CH:18]1[C:19]2[C:2]3[CH2:7][CH2:6][CH2:5][CH2:4][C:3]=3[O:8][C:9]=2[CH:10]=[CH:11][C:12]=1[C:13]([O:15][CH2:16][CH3:17])=[O:14] |f:1.2.3|. Run at time 3 hour. Yields the product C1=C(C=CC=2OC3=C(C21)CCCC3)C(=O)OCC (ethyl 6,7,8,9-tetrahydro-2-dibenzofurancarboxylate). Starting materials: BrB(Br)Br, COc1cc(OC)c2ncccc2c1, ClCCl. Product: COc1cc(O)c2ncccc2c1. Reaction SMILES: [B:15]([Br:16])([Br:17])[Br:18].[CH3:1][O:2][c:3]1[cH:4][c:5]2[cH:6][cH:7][cH:8][n:9][c:10]2[c:11]([O:13][CH3:14])[cH:12]1.[Cl:19][CH2:20][Cl:21]>>[CH3:1][O:2][c:3]1[cH:4][c:5]2[cH:6][cH:7][cH:8][n:9][c:10]2[c:11]([OH:13])[cH:12]1. Run in O1CCCC1 (tetrahydrofuran), O (water). Reagents/catalysts: [Pd].C1(=CC=CC=C1)P(C1=CC=CC=C1)C1=CC=CC=C1.C1(=CC=CC=C1)P(C1=CC=CC=C1)C1=CC=CC=C1.C1(=CC=CC=C1)P(C1=CC=CC=C1)C1=CC=CC=C1.C1(=CC=CC=C1)P(C1=CC=CC=C1)C1=CC=CC=C1 (Tetrakis(triphenylphosphine)-palladium(0)). Procedure: A suspension of 2,4-dichloropyridine hydrochloride (prepared according to Effenberger et al. in Chem. Ber., 1992, 125, 1131) (1.24 g, 6.75 mmol), 2-cyanophenylboronic acid (0.97 g, 0.98 mmol) and potassium carbonate (2.84 g, 20.5 mmol) in tetrahydrofuran (23 ml) and water (11 ml) was degassed with nitrogen for 15 min. Tetrakis(triphenylphosphine)-palladium(0) (382 mg, 0.3 mmol) was then added and the mixture heated at reflux for 3 h then cooled to ambient temperature. The tetrahydrofuran layer w... As a reaction SMILES: Cl.Cl[C:3]1[CH:8]=[C:7]([Cl:9])[CH:6]=[CH:5][N:4]=1.[C:10]([C:12]1[CH:17]=[CH:16][CH:15]=[CH:14][C:13]=1B(O)O)#[N:11].C(=O)([O-])[O-].[K+].[K+].C(OCC)C>O1CCCC1.O.[Pd].C1(P(C2C=CC=CC=2)C2C=CC=CC=2)C=CC=CC=1.C1(P(C2C=CC=CC=2)C2C=CC=CC=2)C=CC=CC=1.C1(P(C2C=CC=CC=2)C2C=CC=CC=2)C=CC=CC=1.C1(P(C2C=CC=CC=2)C2C=CC=CC=2)C=CC=CC=1>[Cl:9][C:7]1[CH:6]=[CH:5][N:4]=[C:3]([C:13]2[CH:14]=[CH:15][CH:16]=[CH:17][C:12]=2[C:10]#[N:11])[CH:8]=1 |f:0.1,3.4.5,9.10.11.12.13|. The yield is 58.0%. The product is ClC1=CC(=NC=C1)C1=C(C#N)C=CC=C1 (2-(4-chloropyridin-2-yl)benzonitrile). Starting materials: Cl.ClC1=NC=CC(=C1)Cl (2,4-dichloropyridine hydrochloride), C(#N)C1=C(C=CC=C1)B(O)O (2-cyanophenylboronic acid), C([O-])([O-])=O.[K+].[K+] (potassium carbonate), C(C)OCC (diethyl ether). Reactants: CN(C1=CC=C(C=C1)B(O)O)C (4-(Dimethylamino)phenylboronic acid), C([O-])([O-])=O.[K+].[K+] (potassium carbonate), BrC1=CC=CC(=N1)NC(=O)C1(CC1)C1=CC2=C(OCO2)C=C1 (1-Benzo[1,3]dioxol-5-yl-cyclopropanecarboxylic acid (6-bromo-pyridin-2-yl)-amide). Reagents/catalysts: C1=CC=C(C=C1)P([C-]2C=CC=C2)C3=CC=CC=C3.C1=CC=C(C=C1)P([C-]2C=CC=C2)C3=CC=CC=C3.Cl[Pd]Cl.[Fe+2] (Pd(dppf)Cl2). The solvent is CN(C=O)C (N,N-dimethylformamide). Run at temperature 80 celsius. The product is CN(C1=CC=C(C=C1)C1=CC=CC(=N1)NC(=O)C1(CC1)C1=CC2=C(OCO2)C=C1)C (1-Benzo[1,3]dioxol-5-yl-cyclopropanecarboxylic acid [6-(4-dimethylamino-phenyl)-pyridin-2-yl]-amide). Reaction SMILES: Br[C:2]1[N:7]=[C:6]([NH:8][C:9]([C:11]2([C:14]3[CH:22]=[CH:21][C:17]4[O:18][CH2:19][O:20][C:16]=4[CH:15]=3)[CH2:13][CH2:12]2)=[O:10])[CH:5]=[CH:4][CH:3]=1.[CH3:23][N:24]([CH3:34])[C:25]1[CH:30]=[CH:29][C:28](B(O)O)=[CH:27][CH:26]=1.C(=O)([O-])[O-].[K+].[K+]>CN(C)C=O.C1C=CC(P(C2C=CC=CC=2)[C-]2C=CC=C2)=CC=1.C1C=CC(P(C2C=CC=CC=2)[C-]2C=CC=C2)=CC=1.Cl[Pd]Cl.[Fe+2]>[CH3:23][N:24]([CH3:34])[C:25]1[CH:30]=[CH:29][C:28]([C:2]2[N:7]=[C:6]([NH:8][C:9]([C:11]3([C:14]4[CH:22]=[CH:21][C:17]5[O:18][CH2:19][O:20][C:16]=5[CH:15]=4)[CH2:13][CH2:12]3)=[O:10])[CH:5]=[CH:4][CH:3]=2)=[CH:27][CH:26]=1 |f:2.3.4,6.7.8.9|. Reported procedure: 1-Benzo[1,3]dioxol-5-yl-cyclopropanecarboxylic acid (6-bromo-pyridin-2-yl)-amide (36 mg, 0.10 mmol) was dissolved in 1 mL of N,N-dimethylformamide in a reaction tube. 4-(Dimethylamino)phenylboronic acid (21 mg, 0.13 mmol), 0.1 mL of an aqueous 2 M potassium carbonate solution, and (Pd(dppf)Cl2 (6.6 mg, 0.0090 mmol) were added and the reaction mixture was heated at 80° C. for three hours. The resulting material was cooled to room temperature, filtered, and purified by reverse-phase preparative li... Starting materials: CO, Cl, CCn1c(-c2ccc(OCCN=[N+]=[N-])cc2)c(C#N)c2ccc(OC)cc21. Yields the product CCn1c(-c2ccc(OCCN)cc2)c(C#N)c2ccc(OC)cc21. RXN SMILES: [CH3:29][OH:30].[ClH:28].[N:1](=[N+:2]=[N-:3])[CH2:4][CH2:5][O:6][c:7]1[cH:8][cH:9][c:10](-[c:13]2[n:14]([CH2:26][CH3:27])[c:15]3[cH:16][c:17]([O:24][CH3:25])[cH:18][cH:19][c:20]3[c:21]2[C:22]#[N:23])[cH:11][cH:12]1>>[NH2:1][CH2:4][CH2:5][O:6][c:7]1[cH:8][cH:9][c:10](-[c:13]2[n:14]([CH2:26][CH3:27])[c:15]3[cH:16][c:17]([O:24][CH3:25])[cH:18][cH:19][c:20]3[c:21]2[C:22]#[N:23])[cH:11][cH:12]1. The reactants are COC(=O)C(Cc1cc(OC)c(OC)c(OC)c1)(Cc1cc(OC)c(OC)c(OC)c1)C(=O)OC, CCOC(C)=O, ClCCl, [O-][Cl+3]([O-])([O-])[O-], O=C(O)C(F)(F)F. The product is COC(=O)C1(C(=O)OC)Cc2cc(OC)c(OC)c(OC)c2-c2c(cc(OC)c(OC)c2OC)C1. RXN SMILES: [CH3:1][O:2][c:3]1[cH:4][c:5]([CH2:13][C:14]([CH2:15][c:16]2[cH:17][c:18]([O:26][CH3:27])[c:19]([O:24][CH3:25])[c:20]([O:22][CH3:23])[cH:21]2)([C:28](=[O:29])[O:30][CH3:31])[C:32](=[O:33])[O:34][CH3:35])[cH:6][c:7]([O:11][CH3:12])[c:8]1[O:9][CH3:10].[CH3:51][CH2:52][O:53][C:54](=[O:55])[CH3:56].[Cl:48][CH2:49][Cl:50].[O-:43][Cl+3:44]([O-:45])([O-:46])[O-:47].[OH:36][C:37]([C:38]([F:39])([F:40])[F:41])=[O:42]>>[CH3:1][O:2][c:3]1[c:4]2[c:5]([cH:6][c:7]([O:11][CH3:12])[c:8]1[O:9][CH3:10])[CH2:13][C:14]([C:28](=[O:29])[O:30][CH3:31])([C:32](=[O:33])[O:34][CH3:35])[CH2:15][c:16]1[c:17]-2[c:18]([O:26][CH3:27])[c:19]([O:24][CH3:25])[c:20]([O:22][CH3:23])[cH:21]1. The reactants are CCN(CC)OS(=O)(=O)[O-], CC(C)(c1ccccc1)N1COC(C=O)=C(c2ccccc2)C1=O, ClCCl, [F-], [F-], [F-]. The product is CC(C)(c1ccccc1)N1COC(C(F)F)=C(c2ccccc2)C1=O. RXN SMILES: [CH2:4]([N:5]([O:6][S:7]([O-:8])(=[O:9])=[O:10])[CH2:11][CH3:12])[CH3:13].[CH:14](=[O:15])[C:16]1=[C:17]([c:32]2[cH:33][cH:34][cH:35][cH:36][cH:37]2)[C:18](=[O:31])[N:19]([C:22]([CH3:23])([c:24]2[cH:25][cH:26][cH:27][cH:28][cH:29]2)[CH3:30])[CH2:20][O:21]1.[Cl:38][CH2:39][Cl:40].[F-:1].[F-:2].[F-:3]>>[F:1][CH:14]([F:2])[C:16]1=[C:17]([c:32]2[cH:33][cH:34][cH:35][cH:36][cH:37]2)[C:18](=[O:31])[N:19]([C:22]([CH3:23])([c:24]2[cH:25][cH:26][cH:27][cH:28][cH:29]2)[CH3:30])[CH2:20][O:21]1. The reactants are COCC1CC(OS(C)(=O)=O)CN1C(=O)OC(C)(C)C, CCOC(C)=O, CS(C)=O, N#C[Na], O. Product: COCC1CC(C#N)CN1C(=O)OC(C)(C)C. As a reaction SMILES: [C:1]([CH3:2])([CH3:3])([CH3:4])[O:5][C:6](=[O:7])[N:8]1[CH:9]([CH2:18][O:19][CH3:20])[CH2:10][CH:11]([O:13][S:14]([CH3:15])(=[O:16])=[O:17])[CH2:12]1.[CH3:25][CH2:26][O:27][C:28](=[O:29])[CH3:30].[CH3:31][S:32](=[O:33])[CH3:34].[Na:21][C:22]#[N:23].[OH2:24]>>[C:1]([CH3:2])([CH3:3])([CH3:4])[O:5][C:6](=[O:7])[N:8]1[CH:9]([CH2:18][O:19][CH3:20])[CH2:10][CH:11]([C:22]#[N:23])[CH2:12]1.